This data is from the Open Reaction Database (ORD), a public repository of structured organic reaction records. The task is: describe an organic reaction: reactants, conditions, products, and yield Starting materials: ClC1=NC(=NC(=N1)Cl)NC1=CC(=NN1)C1CC1 (4,6-Dichloro-N-(3-cyclopropyl-1H-pyrazol-5-yl)-1,3,5-triazin-2-amine), N1CCOCC1 (morpholine), ClC1=NC(=NC(=N1)NC1=CC(=NN1)C1CC1)N1[C@@](CCC1)(C(=O)NC=1C=NC(=CC1)F)C ((S)-1-(4-Chloro-6-(3-cyclopropyl-1H-pyrazol-5-ylamino)-1,3,5-triazin-2-yl)-N-(6-fluoropyridin-3-yl)-2-methylpyrrolidine-2-carboxamide). The product is ClC1=NC(=NC(=N1)N1CCOCC1)NC1=NNC(=C1)C1CC1 (4-Chloro-N-(5-cyclopropyl-1H-pyrazol-3-yl)-6-morpholino-1,3,5-triazin-2-amine). As a reaction SMILES: ClC1N=C(Cl)N=C(NC2NN=C(C3CC3)C=2)N=1.N1CCOCC1.[Cl:24][C:25]1[N:30]=[C:29]([NH:31][C:32]2[NH:36][N:35]=[C:34]([CH:37]3[CH2:39][CH2:38]3)[CH:33]=2)[N:28]=[C:27]([N:40]2[CH2:44][CH2:43]C[C@@:41]2(C)[C:45](NC2C=NC(F)=CC=2)=[O:46])[N:26]=1>>[Cl:24][C:25]1[N:26]=[C:27]([N:40]2[CH2:44][CH2:43][O:46][CH2:45][CH2:41]2)[N:28]=[C:29]([NH:31][C:32]2[CH:33]=[C:34]([CH:37]3[CH2:39][CH2:38]3)[NH:35][N:36]=2)[N:30]=1. Procedure: Compound 112A was prepared from 1A and morpholine as described for 1C. LC/MS [M+H]+: 322/324; Ret time (Method F): 2.81 min. The reactants are BrC1C(C=2C(=CC=C3C=NN(C23)C[C@H](C)NC(OCC2=CC=CC=C2)=O)OC1)O (Benzyl (S)-2-(8-Bromo-9-hydroxy-8,9-dihydro-7H-pyrano[2,3-g]indazol-1-yl)-1-methylethylcarbamate), [OH-].[Na+] (sodium hydroxide), CO (methanol). Procedure: To a solution of the product from Example 11, Step A (0.46 g, 1.12 mmol) in tetrahydrofuran (50 mL) was added 2 N sodium hydroxide (6 mL). After stirring for 10 min, methanol (10 mL) was added and the mixture stirred for 1 h followed by evaporation to a residue, which was mixed with water (50 mL) and extracted with ethyl acetate (3×50 mL). The combined extracts were dried over magnesium sulfate, filtered and evaporated to a residue, which was purified by chromatography (silica, 20 to 35% ethyl a... Product: OC1C(C=2C(=CC=C3C=NN(C23)C[C@H](C)NC(OCC2=CC=CC=C2)=O)OC1)OC (Benzyl (S)-2-(8-hydroxy-9-methoxy-8,9-dihydro-7H-pyrano[2,3-g]indazol-1-yl)-1-methylethylcarbamate). As a reaction SMILES: Br[CH:2]1[CH2:28][O:27][C:5]2=[CH:6][CH:7]=[C:8]3[C:12]([N:11]([CH2:13][C@@H:14]([NH:16][C:17](=[O:26])[O:18][CH2:19][C:20]4[CH:25]=[CH:24][CH:23]=[CH:22][CH:21]=4)[CH3:15])[N:10]=[CH:9]3)=[C:4]2[CH:3]1[OH:29].[OH-:30].[Na+].[CH3:32]O>O1CCCC1>[OH:30][CH:2]1[CH2:28][O:27][C:5]2=[CH:6][CH:7]=[C:8]3[C:12]([N:11]([CH2:13][C@@H:14]([NH:16][C:17](=[O:26])[O:18][CH2:19][C:20]4[CH:25]=[CH:24][CH:23]=[CH:22][CH:21]=4)[CH3:15])[N:10]=[CH:9]3)=[C:4]2[CH:3]1[O:29][CH3:32] |f:1.2|. Reaction conditions: time 10 minute. The solvent is O1CCCC1 (tetrahydrofuran). Reactants: CC1=NN(C(=C1)C)C(NS(=O)(=O)C1=CC=C(C=C1)Cl)=N (N-[(3,5-dimethylpyrazol-1-yl)-iminomethyl]-4-chlorobenzene-sulfonamide), CS(=O)(=O)O (methanesulfonic acid), N1CCCC1 (pyrrolidine). Yields the product NC(=NS(=O)(=O)C1=CC=C(C=C1)Cl)N1CCCC1 (N-(aminopyrrolidin-1-yl-methylene)-4-chlorobenzene-sulfonamide). Reaction SMILES: [CH3:1][C:2]1[CH:6]=[C:5](C)[N:4]([C:8](=[NH:20])[NH:9][S:10]([C:13]2[CH:18]=[CH:17][C:16]([Cl:19])=[CH:15][CH:14]=2)(=[O:12])=[O:11])N=1.CS(O)(=O)=O.N1CCCC1>>[NH2:20][C:8]([N:4]1[CH2:1][CH2:2][CH2:6][CH2:5]1)=[N:9][S:10]([C:13]1[CH:14]=[CH:15][C:16]([Cl:19])=[CH:17][CH:18]=1)(=[O:11])=[O:12]. Procedure details: The compound of Example 25 was prepared according to the accompanying synthesis procedure from 0.5 ml of N-[(3,5-dimethylpyrazol-1-yl)-iminomethyl]-4-chlorobenzene-sulfonamide solution (0.2 M, acetonitrile) with 19 mg of methanesulfonic acid and 0.5 ml of pyrrolidine solution (1.0 M, acetonitrile) and filed in a substance databank. Calculated mol. wt. 287.77; found mol. wt. (M+H) 288.3; 574.8 (Dimer) Reactants: CN(C=O)C (Dimethylformamide), S(=O)(Cl)Cl (thionyl chloride), ClC(C1OC2=C(C(N1)=O)C=CC=C2)(Cl)Cl (3,4-dihydro-2-trichloromethyl-2H-benzo[e]-[1,3]-oxazin-4-one). Solvent: O (water). Run at time 48 hour. Yields the product C(=O)N1C(OC2=C(C1=O)C=CC=C2)C(Cl)(Cl)Cl (3-formyl-3,4-dihydro-2-trichloromethyl-2H-benzo[e]-[1,3]-oxazin-4-one). As a reaction SMILES: CN(C)[CH:3]=[O:4].S(Cl)(Cl)=O.[Cl:10][C:11]([Cl:24])([Cl:23])[CH:12]1[NH:17][C:16](=[O:18])[C:15]2[CH:19]=[CH:20][CH:21]=[CH:22][C:14]=2[O:13]1>O>[CH:3]([N:17]1[C:16](=[O:18])[C:15]2[CH:19]=[CH:20][CH:21]=[CH:22][C:14]=2[O:13][CH:12]1[C:11]([Cl:10])([Cl:23])[Cl:24])=[O:4]. Reported procedure: Dimethylformamide (20 ml.) and thionyl chloride (5 ml.) were stirred together, 3,4-dihydro-2-trichloromethyl-2H-benzo[e]-[1,3]-oxazin-4-one (2.0 g.) was added in small portions over 15 minutes, and the mixture was stirred at ambient temperature for 48 hours. The reaction mixture was added to water (100 ml.), stirred for 1 hour and filtered. The solid product was dissolved in toluene, and purified by column chromatography on "Kieselgel"-60 (trade mark), eluting with a mixture of 5% by volume of e... The reactants are CS(=O)(=O)Cl, ClCCl, Nc1ccc(N)c(S(N)(=O)=O)c1, c1ccncc1. Product: CS(=O)(=O)Nc1ccc(N)c(S(N)(=O)=O)c1. RXN SMILES: [CH3:16][S:17]([Cl:18])(=[O:19])=[O:20].[Cl:13][CH2:14][Cl:15].[NH2:1][c:2]1[c:3]([S:9](=[O:10])(=[O:11])[NH2:12])[cH:4][c:5]([NH2:8])[cH:6][cH:7]1.[cH:21]1[cH:22][cH:23][n:24][cH:25][cH:26]1>>[NH2:1][c:2]1[c:3]([S:9](=[O:10])(=[O:11])[NH2:12])[cH:4][c:5]([NH:8][S:17]([CH3:16])(=[O:19])=[O:20])[cH:6][cH:7]1. Reactants: NC=1C=NC2=CC=CC=C2C1S (3-amino-4-quinoline-thiol), CI (methyl iodide). The solvent is [OH-].[Na+] (sodium hydroxide). Run at temperature 40 celsius. Yields the product NC=1C=NC2=CC=CC=C2C1SC (3-amino-4-methylthio-quinoline). Isolated yield 97.8%. As a reaction SMILES: [NH2:1][C:2]1[CH:3]=[N:4][C:5]2[C:10]([C:11]=1[SH:12])=[CH:9][CH:8]=[CH:7][CH:6]=2.[CH3:13]I>[OH-].[Na+]>[NH2:1][C:2]1[CH:3]=[N:4][C:5]2[C:10]([C:11]=1[S:12][CH3:13])=[CH:9][CH:8]=[CH:7][CH:6]=2 |f:2.3|. Procedure: 17.62 g (0.1 mole) of 3-amino-4-quinoline-thiol are dissolved in 50 ml of a 2 molar sodium hydroxide solution, whereupon at a temperature below 40° C. 21.29 g (0.15 mole) of methyl iodide are added. The reaction mixture is stirred at 40° C. for an hour, extracted with chloroform, clarified with activated charcoal and evaporated. Thus 18.6 g of 3-amino-4-methylthio-quinoline are obtained, yield 94.6%, m.p.: 96°-98° C. (from methanol). The reactants are O=C([O-])[O-], O=C([O-])O, CCn1nccc1O, Cc1c(C(=O)O)ccc2c1S(=O)(=O)CCS2(=O)=O, CC#N, [K+], [K+], [Na+], O. Yields the product CCn1ncc(C(=O)c2ccc3c(c2C)S(=O)(=O)CCS3(=O)=O)c1O. As a reaction SMILES: [C:27](=[O:28])([O-:29])[O-:30].[C:37](=[O:38])([OH:39])[O-:40].[CH2:19]([CH3:20])[n:21]1[n:22][cH:23][cH:24][c:25]1[OH:26].[CH3:1][c:2]1[c:3]([C:16](=[O:17])[OH:18])[cH:4][cH:5][c:6]2[c:7]1[S:8](=[O:14])(=[O:15])[CH2:9][CH2:10][S:11]2(=[O:12])=[O:13].[CH3:34][C:35]#[N:36].[K+:31].[K+:32].[Na+:41].[OH2:33]>>[CH3:1][c:2]1[c:3]([C:16](=[O:17])[c:24]2[cH:23][n:22][n:21]([CH2:19][CH3:20])[c:25]2[OH:26])[cH:4][cH:5][c:6]2[c:7]1[S:8](=[O:14])(=[O:15])[CH2:9][CH2:10][S:11]2(=[O:12])=[O:13]. Reactants: C1=CC=CC=2SC3=CC=CC=C3N(C12)C(=O)Cl (phenothiazine-10-carbonyl chloride), CC1=NC=C(N1CCO)[N+](=O)[O-] (metronidazole), N1=CC=CC=C1 (pyridine). Run in O (water). Conditions: temperature 90 celsius. The product is CC=1NC(=CN1)[N+](=O)[O-].C1=CC=CC=2SC3=CC=CC=C3N(C12)C(=O)OCC (2-methyl-5-nitro-1H-imidazole 1-ethyl phenothiazine-10-carboxylate). Isolated yield 53.3%. RXN SMILES: [CH:1]1[C:14]2[N:13]([C:15](Cl)=[O:16])[C:12]3[C:7](=[CH:8][CH:9]=[CH:10][CH:11]=3)[S:6][C:5]=2[CH:4]=[CH:3][CH:2]=1.[CH3:18][C:19]1[N:23](CC[OH:26])[C:22]([N+:27]([O-:29])=[O:28])=[CH:21][N:20]=1.N1[CH:35]=[CH:34]C=CC=1>O>[CH3:18][C:19]1[NH:23][C:22]([N+:27]([O-:29])=[O:28])=[CH:21][N:20]=1.[CH:1]1[C:14]2[N:13]([C:15]([O:16][CH2:34][CH3:35])=[O:26])[C:12]3[C:7](=[CH:8][CH:9]=[CH:10][CH:11]=3)[S:6][C:5]=2[CH:4]=[CH:3][CH:2]=1 |f:4.5|. Procedure: A reaction mixture of phenothiazine-10-carbonyl chloride (261 mg, 1.0 mmol), metronidazole (165 mg, 0.96 mmol) and pyridine (4 ml) was heated at 90° C. for 4 h. After cooling, water was added. The mixture was filtered. The collected solid was washed with 5% aqueous Na2CO3 and H2O, and then dried. The crude solid was recrystallized from EtOH to give 201 mg (53.28%) 2-methyl-5-nitro-1H-imidazole-1-ethyl phenothiazine-10-carboxylate. m.p.: 198-200° C.